This data is from the Open Reaction Database (ORD), a public repository of structured organic reaction records. The task is: describe an organic reaction: reactants, conditions, products, and yield Starting materials: NC1CC=2C(=CC=C3CCNC(C23)=O)OC1 (9-amino-3,4,9,10-tetrahydro-2H-pyrano[2,3-h]isoquinolin-1(8H)-one), FC=1C=C2C(=CNC2=CC1)CCC=O (3-(5-fluoro-1H-indol-3-yl) propanal), [BH3-]C#N.[Na+] (NaBH3CN). The solvent is C(C)(=O)O (acetic acid), CO (methanol). Reaction conditions: time 2 hour. The product is FC=1C=C2C(=CNC2=CC1)CCCNC1CC=2C(=CC=C3CCNC(C23)=O)OC1 (9-{[3-(5-fluoro-1H-indol-3-yl)propyl]amino}-3,4,9,10-tetrahydro-2H-pyrano[2,3-h]isoquinolin-1(8H)-one). Reaction SMILES: [NH2:1][CH:2]1[CH2:16][O:15][C:5]2=[CH:6][CH:7]=[C:8]3[C:13]([C:12](=[O:14])[NH:11][CH2:10][CH2:9]3)=[C:4]2[CH2:3]1.[F:17][C:18]1[CH:19]=[C:20]2[C:24](=[CH:25][CH:26]=1)[NH:23][CH:22]=[C:21]2[CH2:27][CH2:28][CH:29]=O.[BH3-]C#N.[Na+]>C(O)(=O)C.CO>[F:17][C:18]1[CH:19]=[C:20]2[C:24](=[CH:25][CH:26]=1)[NH:23][CH:22]=[C:21]2[CH2:27][CH2:28][CH2:29][NH:1][CH:2]1[CH2:16][O:15][C:5]2=[CH:6][CH:7]=[C:8]3[C:13]([C:12](=[O:14])[NH:11][CH2:10][CH2:9]3)=[C:4]2[CH2:3]1 |f:2.3|. Reported procedure: To a mixture of 9-amino-3,4,9,10-tetrahydro-2H-pyrano[2,3-h]isoquinolin-1(8H)-one (46) (130 mg, 0.596 mmol), 3-(5-fluoro-1H-indol-3-yl)propanal ((2), 113 mg, 0.596 mmol) in acetic acid (70 μl) and methanol (20 ml) was added NaBH3CN (75 mg, 1.19 mmol) in portions. The resulting mixture was stirred for 2 hr. The solvent was removed in vacuo and the residue was dissolved in methylene chloride. The organic solution was washed with 1N NaOH and saturated NaCl before being dried over with Na2SO4. Conce... Reactants: C(C)(=O)C1(CCCCC1)C(=O)OC (methyl 1-acetyl-1-cyclohexyl-carboxylate), P(Cl)(Cl)(Cl)(Cl)Cl (phosphorus pentachloride). The solvent is C(Cl)Cl (methylene chloride). Yields the product ClC(=C)C1(CCCCC1)C(=O)OC (Methyl 1-(1'-chlorovinyl)-1-cyclohexylcarboxylate). Reaction SMILES: [C:1]([C:4]1([C:10]([O:12][CH3:13])=[O:11])[CH2:9][CH2:8][CH2:7][CH2:6][CH2:5]1)(=O)[CH3:2].P(Cl)(Cl)(Cl)(Cl)[Cl:15]>C(Cl)Cl>[Cl:15][C:1]([C:4]1([C:10]([O:12][CH3:13])=[O:11])[CH2:9][CH2:8][CH2:7][CH2:6][CH2:5]1)=[CH2:2]. Reported procedure: 23.5 g of methyl 1-acetyl-1-cyclohexyl-carboxylate dissolved in 100 cm3 of dry methylene chloride were heated under reflux for 6 hours in the presence of 30 g of phosphorus pentachloride. The mixture was then poured on to ice. The methylene chloride solution was separated off and washed with water and then with bicarbonate. After drying over magnesium sulphate, the solution was concentrated and methyl 1-(1'-chlorovinyl)-1-cyclohexyl-carboxylate was then distilled; this product was in the form of... Starting materials: C1(=CC=CC=C1)C1(C(NC(N1)=O)=O)C1=CC=CC=C1.[Na] (sodium diphenylhydantoin), BrCCCCC(=O)OC (methyl 5-bromovalerate). The product is C=1C=CC(=CC1)C2(C(=O)N=C(N2)O)C=3C=CC=CC3 (Diphenylhydantoin). Reaction SMILES: [C:1]1([C:7]2([C:14]3[CH:19]=[CH:18][CH:17]=[CH:16][CH:15]=3)[NH:11][C:10](=[O:12])[NH:9][C:8]2=[O:13])[CH:6]=[CH:5][CH:4]=[CH:3][CH:2]=1.[Na].BrCCCCC(OC)=O>>[CH:17]1[CH:18]=[CH:19][C:14]([C:7]2([C:1]3[CH:2]=[CH:3][CH:4]=[CH:5][CH:6]=3)[NH:11][C:10]([OH:12])=[N:9][C:8]2=[O:13])=[CH:15][CH:16]=1 |f:0.1,^1:19|. Reported procedure: Following the method of Cook et al, Res. Comm. Chem. Path. Pharm. 5:767(1973), sodium diphenylhydantoin is reacted with methyl 5-bromovalerate followed by acid hydrolysis to yield the following: ##STR15## Reactants: CCCC=CC12CC1(C(=O)OCC)C(=O)N(Cc1ccc(OC)cc1)c1ccc(Cl)cc12, CC#N, [Ce+4], O=[N+]([O-])[O-], O=[N+]([O-])[O-], O=[N+]([O-])[O-], O=[N+]([O-])[O-], O=[N+]([O-])[O-], [NH4+], O. The product is CCCC=CC12CC1(C(=O)OCC)C(=O)Nc1ccc(Cl)cc12. As a reaction SMILES: [CH2:1]([CH3:2])[O:3][C:4](=[O:5])[C:6]12[C:7]([CH:28]=[CH:29][CH2:30][CH2:31][CH3:32])([c:8]3[cH:9][c:10]([Cl:26])[cH:11][cH:12][c:13]3[N:14]([CH2:17][c:18]3[cH:19][cH:20][c:21]([O:22][CH3:23])[cH:24][cH:25]3)[C:15]1=[O:16])[CH2:27]2.[CH3:55][C:56]#[N:57].[Ce+4:37].[N+:33]([O-:34])([O-:35])=[O:36].[N+:39]([O-:40])([O-:41])=[O:42].[N+:43]([O-:44])([O-:45])=[O:46].[N+:47]([O-:48])([O-:49])=[O:50].[N+:51]([O-:52])([O-:53])=[O:54].[NH4+:38].[OH2:58]>>[CH2:1]([CH3:2])[O:3][C:4](=[O:5])[C:6]12[C:7]([CH:28]=[CH:29][CH2:30][CH2:31][CH3:32])([c:8]3[cH:9][c:10]([Cl:26])[cH:11][cH:12][c:13]3[NH:14][C:15]1=[O:16])[CH2:27]2. The product is Cc1ccccc1S(=O)(=O)C(C)C. As a reaction SMILES: [C:9]([O-:10])(=[O:11])[O-:12].[CH3:1][c:2]1[c:3]([SH:8])[cH:4][cH:5][cH:6][cH:7]1.[CH3:20][C:21]#[N:22].[I:15][CH:16]([CH3:17])[CH3:18].[K+:13].[K+:14].[OH2:19]>>[CH3:1][c:2]1[c:3]([S:8](=[O:10])([CH:16]([CH3:17])[CH3:18])=[O:19])[cH:4][cH:5][cH:6][cH:7]1. Starting materials: O=C([O-])[O-], Cc1ccccc1S, CC#N, CC(C)I, [K+], [K+], O.